This data is from the Open Reaction Database (ORD), a public repository of structured organic reaction records. The task is: describe an organic reaction: reactants, conditions, products, and yield Starting materials: ON1C(C=2C(C1=O)=CC=CC2)=O (N-hydroxyphthalimide), C1OC2=C(O1)C=C(C(=C2)CCl)Cl (6-chloropiperonyl chloride). Yields the product Cl.ClC=1C(=CC2=C(OCO2)C1)CON (O-(6-Chloro-benzo[1,3]-dioxol-5-ylmethyl)-hydroxylamine hydrochloride). Reaction SMILES: [OH:1][N:2]1C(=O)C2=CC=CC=C2C1=O.[CH2:13]1[O:17][C:16]2[CH:18]=[C:19]([Cl:24])[C:20]([CH2:22][Cl:23])=[CH:21][C:15]=2[O:14]1>>[ClH:23].[Cl:24][C:19]1[C:20]([CH2:22][O:1][NH2:2])=[CH:21][C:15]2[O:14][CH2:13][O:17][C:16]=2[CH:18]=1 |f:2.3|. Procedure details: Prepared by a similar procedure as described for preparation 18, starting from N-hydroxyphthalimide and 6-chloropiperonyl chloride (Aldrich). 13C-NMR (DMSO-d6) δ 148.9, 146.5, 126.2, 124.2, 111.1, 109.8, 102.3, 72.7. The reactants are [Si](C1=CC=CC=C1)(C1=CC=CC=C1)(C(C)(C)C)OCC1=C(C=CC=C1)C(CCCCCO)S(=O)(=O)C1=CC=C(C=C1)Cl (6-[2-(t-butyldiphenylsilyloxy)methylphenyl]-6-[(4-chlorophenyl)sulfonyl]-1-hexanol), CO (methanol), O (Water), [F-].C(CCC)[N+](CCCC)(CCCC)CCCC (tetrabutylammonium fluoride). Solvent: O1CCCC1 (tetrahydrofuran), O1CCCC1 (tetrahydrofuran). Reaction conditions: time 1 hour. The product is ClC1=CC=C(C=C1)S(=O)(=O)C(CCCCCO)C1=C(C=CC=C1)CO (6-[(4-Chlorophenyl)sulfonyl]-6-(2-hydroxy methylphenyl)-1-hexanol). Yield: 71.4%. As a reaction SMILES: [Si]([O:18][CH2:19][C:20]1[CH:25]=[CH:24][CH:23]=[CH:22][C:21]=1[CH:26]([S:33]([C:36]1[CH:41]=[CH:40][C:39]([Cl:42])=[CH:38][CH:37]=1)(=[O:35])=[O:34])[CH2:27][CH2:28][CH2:29][CH2:30][CH2:31][OH:32])(C(C)(C)C)(C1C=CC=CC=1)C1C=CC=CC=1.[F-].C([N+](CCCC)(CCCC)CCCC)CCC.O.CO>O1CCCC1>[Cl:42][C:39]1[CH:40]=[CH:41][C:36]([S:33]([CH:26]([C:21]2[CH:22]=[CH:23][CH:24]=[CH:25][C:20]=2[CH2:19][OH:18])[CH2:27][CH2:28][CH2:29][CH2:30][CH2:31][OH:32])(=[O:35])=[O:34])=[CH:37][CH:38]=1 |f:1.2|. Reported procedure: In tetrahydrofuran (5 ml) was dissolved 6-[2-(t-butyldiphenylsilyloxy)methylphenyl]-6-[(4-chlorophenyl)sulfonyl]-1-hexanol (200 mg, 0.322 mmol), followed by the dropwise addition of a tetrahydrofuran solution (1.0M, 0.7 ml, 0.7 mmol) of tetrabutylammonium fluoride under ice cooling. The resulting mixture was stirred at room temperature for 1 hour. Water (0.2 ml) was then added. The residue obtained by concentrating the resulting mixture under reduced pressure was subjected to flash silica gel ch... Reactants: CCO, O=C(Nc1cccnc1)c1cccc([N+](=O)[O-])c1. The product is Nc1cccc(C(=O)Nc2cccnc2)c1. RXN SMILES: [CH3:19][CH2:20][OH:21].[N+:1]([O-:2])(=[O:3])[c:4]1[cH:5][c:6]([C:7](=[O:8])[NH:9][c:10]2[cH:11][n:12][cH:13][cH:14][cH:15]2)[cH:16][cH:17][cH:18]1>>[NH2:1][c:4]1[cH:5][c:6]([C:7](=[O:8])[NH:9][c:10]2[cH:11][n:12][cH:13][cH:14][cH:15]2)[cH:16][cH:17][cH:18]1. Reactants: O (water), [F-].C(CCC)[N+](CCCC)(CCCC)CCCC (tetrabutylammonium fluoride), C(C1=CC=CC=C1)N1C[C@H]2[C@@H](CC([C@H]2C1)=O)O[Si](C)(C)C(C)(C)C ((1R,4R,5S)-7-benzyl-4-t-butyldimethylsilyloxy-2-oxo-7-azabicyclo[3.3.0]octane), C(C)(C)(C)[Si](O)(C)C (t-butyldimethylsilanol). The solvent is O1CCCC1 (tetrahydrofuran), O1CCCC1 (tetrahydrofuran). Conditions: time 20 minute. The product is C(C1=CC=CC=C1)N1C[C@H]2C=CC([C@H]2C1)=O ((1R,5S)-7-Benzyl-2-oxo-7-azabicyclo[3.3.0]oct-3-ene). Isolated yield 81.8%. Reaction SMILES: [CH2:1]([N:8]1[CH2:15][C@H:14]2[C@H:10]([C@H:11](O[Si](C(C)(C)C)(C)C)[CH2:12][C:13]2=[O:16])[CH2:9]1)[C:2]1[CH:7]=[CH:6][CH:5]=[CH:4][CH:3]=1.C([Si](C)(C)O)(C)(C)C.[F-].C([N+](CCCC)(CCCC)CCCC)CCC.O>O1CCCC1>[CH2:1]([N:8]1[CH2:15][C@H:14]2[C@H:10]([CH:11]=[CH:12][C:13]2=[O:16])[CH2:9]1)[C:2]1[CH:3]=[CH:4][CH:5]=[CH:6][CH:7]=1 |f:2.3|. Procedure: Trifluoroacetic acid (154 μl) was added to a solution of (4R)-4-t-butyldimethylsilyloxy-2-cyclopenten-1-one (5.79 g, 27.3 mmol) and benzylbutoxymethyltrimethylsilylmethylamine (15.4 g, 55.0 mmol) in dichloromethane (100 ml) at room temperature, followed by stirring for 20 minutes. A saturated sodium hydrogencarbonate aqueous solution was added to the reaction mixture, and the mixture was extracted with ethyl acetate. The organic layer was washed with a saturated sodium chloride aqueous solution ... Reactants: solid, Cl.Cl.O1CCC2=C1C=CC=C2C2CCN(CC2)CC[C@@H]2CC[C@H](CC2)N (trans-4-{2-[4-(2,3-dihydro-benzofuran-4-yl)-piperidin-1-yl]-ethyl}-cyclohexylamine dihydrochloride), Cl.Cl.O1CCC2=C1C=CC=C2C2CCN(CC2)CC[C@@H]2CC[C@H](CC2)N (trans-4-{2-[4-(2,3-dihydro-benzofuran-4-yl)-piperidin-1-yl]-ethyl}-cyclohexylamine dihydrochloride), O1[C@@H](COCC1)CC(=O)O ((R)-(1,4-dioxan-2-yl)-acetic acid). Yields the product O1CCC2=C1C=CC=C2C2CCN(CC2)CC[C@@H]2CC[C@H](CC2)NC(C[C@H]2OCCOC2)=O (trans-N-(4-{2-[4-(2,3-Dihydro-benzofuran-4-yl)-piperidin-1-yl]-ethyl}-cyclohexyl)-(R)-2-[1,4]dioxan-2-yl-acetamide). Reaction SMILES: Cl.Cl.[O:3]1[C:7]2[CH:8]=[CH:9][CH:10]=[C:11]([CH:12]3[CH2:17][CH2:16][N:15]([CH2:18][CH2:19][C@H:20]4[CH2:25][CH2:24][C@H:23]([NH2:26])[CH2:22][CH2:21]4)[CH2:14][CH2:13]3)[C:6]=2[CH2:5][CH2:4]1.[O:27]1[CH2:32][CH2:31][O:30][CH2:29][C@H:28]1[CH2:33][C:34](O)=[O:35]>>[O:3]1[C:7]2[CH:8]=[CH:9][CH:10]=[C:11]([CH:12]3[CH2:17][CH2:16][N:15]([CH2:18][CH2:19][C@H:20]4[CH2:21][CH2:22][C@H:23]([NH:26][C:34](=[O:35])[CH2:33][C@@H:28]5[CH2:29][O:30][CH2:31][CH2:32][O:27]5)[CH2:24][CH2:25]4)[CH2:14][CH2:13]3)[C:6]=2[CH2:5][CH2:4]1 |f:0.1.2|. Procedure details: The title compound, white solid (22 mg, 19%), MS (ISP) m/z=457.4 [(M+H)+], mp 190° C., was prepared in accordance with the general method of example 1 from trans-4-{2-[4-(2,3-dihydro-benzofuran-4-yl)-piperidin-1-yl]-ethyl}-cyclohexylamine dihydrochloride (intermediate B) (100 mg, 0.25 mmol) and (R)-(1,4-dioxan-2-yl)-acetic acid. Run at time 24 hour. Reactants: ClC=1C=C(C=CC1F)NC=1C2=C(N=CN1)NC(C2)=O (4-(3-chloro-4-fluoro-phenylamino)-5,7-dihydro-pyrrolo[2,3-d]pyrimidin-6-one), C(=O)C1=C(C(=C(N1)C)CCC(=O)O)C (3-(5-formyl-2,4-dimethyl-1H-pyrrol-3-yl)-propionic acid). The yield is 50.5%. Procedure details: A mixture of 4-(3-chloro-4-fluoro-phenylamino)-5,7-dihydro-pyrrolo[2,3-d]pyrimidin-6-one (6.3 mg, 0.0226 mmol), 3-(5-formyl-2,4-dimethyl-1H-pyrrol-3-yl)-propionic acid (4.9 mg, 0.0249 mmol) and piperidine (4 drops) in ethanol (1 mL) was stirred at room temperature for 24 hours. The reaction was concentrated and purified (reversed phase HPLC) to give 5.2 mg (51%) of the title compound. MS 456.4 [M++1]. RXN SMILES: [Cl:1][C:2]1[CH:3]=[C:4]([NH:9][C:10]2[C:11]3[CH2:18][C:17](=[O:19])[NH:16][C:12]=3[N:13]=[CH:14][N:15]=2)[CH:5]=[CH:6][C:7]=1[F:8].[CH:20]([C:22]1[NH:26][C:25]([CH3:27])=[C:24]([CH2:28][CH2:29][C:30]([OH:32])=[O:31])[C:23]=1[CH3:33])=O>N1CCCCC1.C(O)C>[Cl:1][C:2]1[CH:3]=[C:4]([NH:9][C:10]2[C:11]3[C:18](=[CH:20][C:22]4[NH:26][C:25]([CH3:27])=[C:24]([CH2:28][CH2:29][C:30]([OH:32])=[O:31])[C:23]=4[CH3:33])[C:17](=[O:19])[NH:16][C:12]=3[N:13]=[CH:14][N:15]=2)[CH:5]=[CH:6][C:7]=1[F:8]. Product: ClC=1C=C(C=CC1F)NC=1C2=C(N=CN1)NC(C2=CC2=C(C(=C(N2)C)CCC(=O)O)C)=O (3-{5-[4-(3-Chloro-4-fluoro-phenylamino)-6-oxo-6,7-dihydro-pyrrolo[2,3-D]pyrimidin-5-ylidenemethyl]-2,4-dimethyl-1H-pyrrol-3-yl}-propionic Acid). The reagents and catalysts are N1CCCCC1 (piperidine). Solvent: C(C)O (ethanol). Reactants: N(=NC(=O)OCC)C(=O)OCC (Diethyl azodicarboxylate), C(C)N1C2=C(N(C(C3=C1N=CC(=C3)CCO)=O)C)C=CC(=N2)F (5,11-dihydro-11-ethyl-2-fluoro-8-(2-hydroxyethyl)-5-methyl-6H-dipyrido[3,2-b:2′,3′-e][1,4]diazepin-6-one), OC1=CC=NC2=CC=CC=C12 (4-hydroxyquinoline), C1=CC=C(C=C1)P(C2=CC=CC=C2)C3=CC=CC=C3 (Ph3P). The solvent is C1CCOC1 (THF). Reaction conditions: time 1 hour. Yields the product C(C)N1C2=C(N(C(C3=C1N=CC(=C3)CCOC3=CC=NC1=CC=CC=C31)=O)C)C=CC(=N2)F (5,11-Dihydro-11-ethyl-2-fluoro-5-methyl-8{2-(4-quinolinyloxy)ethyl}-6H-dipyrido[3,2-b:2′,3′-e][1,4]diazepin-6-one). The yield is 66.5%. Reaction SMILES: N(C(OCC)=O)=NC(OCC)=O.[CH2:13]([N:15]1[C:21]2[N:22]=[CH:23][C:24]([CH2:26][CH2:27][OH:28])=[CH:25][C:20]=2[C:19](=[O:29])[N:18]([CH3:30])[C:17]2[CH:31]=[CH:32][C:33]([F:35])=[N:34][C:16]1=2)[CH3:14].O[C:37]1[C:46]2[C:41](=[CH:42][CH:43]=[CH:44][CH:45]=2)[N:40]=[CH:39][CH:38]=1.C1C=CC(P(C2C=CC=CC=2)C2C=CC=CC=2)=CC=1>C1COCC1>[CH2:13]([N:15]1[C:21]2[N:22]=[CH:23][C:24]([CH2:26][CH2:27][O:28][C:37]3[C:46]4[C:41](=[CH:42][CH:43]=[CH:44][CH:45]=4)[N:40]=[CH:39][CH:38]=3)=[CH:25][C:20]=2[C:19](=[O:29])[N:18]([CH3:30])[C:17]2[CH:31]=[CH:32][C:33]([F:35])=[N:34][C:16]1=2)[CH3:14]. Reported procedure: Diethyl azodicarboxylate (DEAD) (14.3 mL, 91.0 mmol) was added drop-wise to a solution of 5,11-dihydro-11-ethyl-2-fluoro-8-(2-hydroxyethyl)-5-methyl-6H-dipyrido[3,2-b:2′,3′-e][1,4]diazepin-6-one (19.2 g, 60.7 mmol), 4-hydroxyquinoline (13.2 g, 91.0 mmol) and Ph3P (23.9 g, 91.0 mmol) in THF (300 mL) at room temperature. The mixture was stirred at room temperature for 1 h then was concentrated under reduced pressure. The residue was purified by flash chromatography (EtOAc:MeOH; 95:5) to give the t... The reactants are [OH-].[Li+] (lithium hydroxide), C(C)OC(=O)C=1N=COC1C1=CC=C(C=C1)Br (5-(4-Bromo-phenyl)-oxazole-4-carboxylic acid ethyl ester), C(Cl)Cl (CH2Cl2). The solvent is CO.O (MeOH H2O). Run at temperature 60 celsius. The product is BrC1=CC=C(C=C1)C1=C(N=CO1)C(=O)O (5-(4-Bromo-phenyl)-oxazole-4-carboxylic acid). Reaction SMILES: C([O:3][C:4]([C:6]1[N:7]=[CH:8][O:9][C:10]=1[C:11]1[CH:16]=[CH:15][C:14]([Br:17])=[CH:13][CH:12]=1)=[O:5])C.[OH-].[Li+].C(Cl)Cl>CO.O>[Br:17][C:14]1[CH:13]=[CH:12][C:11]([C:10]2[O:9][CH:8]=[N:7][C:6]=2[C:4]([OH:5])=[O:3])=[CH:16][CH:15]=1 |f:1.2,4.5|. Procedure details: 5-(4-Bromo-phenyl)-oxazole-4-carboxylic acid ethyl ester (1.0 g, 3.4 mmol) was dissolved in MeOH:H2O (5:1, 60 mL) and then lithium hydroxide (1.0 g, 41.8 mmol) was added. The reaction was heated to 60° C. for 10 minutes then allowed to cool. The reaction was submitted to acidic aqueous/CH2Cl2 workup then concentrated to afford the title compound. Starting materials: BrC1=CC(=C2C=NN(C2=C1)CC)C (6-bromo-1-ethyl-4-methyl-1H-indazole), CC1(COB(OC1)B1OCC(CO1)(C)C)C (5,5,5′,5′-tetramethyl-2,2′-bi(1,3,2-dioxaborinane)), CC(=O)[O-].[K+] (KOAc), ClCCl (dichloromethane), ClC1=CC=C(C(=N1)OC)[C@@]1(C(NCCC1)=O)C ((R)-3-(6-chloro-2-methoxypyridin-3-yl)-3-methylpiperidin-2-one), ClCCl (dichloromethane), C([O-])([O-])=O.[Na+].[Na+] (sodium carbonate). Solvent: O1CCOCC1 (dioxane). Reaction conditions: temperature 110 celsius. Product: C(C)N1N=CC2=C(C=C(C=C12)C1=CC=C(C(=N1)OC)[C@@]1(C(NCCC1)=O)C)C ((R)-3-(6-(1-ethyl-4-methyl-1H-indazol-6-yl)-2-methoxypyridin-3-yl)-3-methylpiperidin-2-one). The yield is 94.5%. Reaction SMILES: Br[C:2]1[CH:10]=[C:9]2[C:5]([CH:6]=[N:7][N:8]2[CH2:11][CH3:12])=[C:4]([CH3:13])[CH:3]=1.CC1(C)COB(B2OCC(C)(C)CO2)OC1.CC([O-])=O.[K+].ClCCl.Cl[C:39]1[N:44]=[C:43]([O:45][CH3:46])[C:42]([C@@:47]2([CH3:54])[CH2:52][CH2:51][CH2:50][NH:49][C:48]2=[O:53])=[CH:41][CH:40]=1.C(=O)([O-])[O-].[Na+].[Na+]>O1CCOCC1>[CH2:11]([N:8]1[C:9]2[C:5](=[C:4]([CH3:13])[CH:3]=[C:2]([C:39]3[N:44]=[C:43]([O:45][CH3:46])[C:42]([C@@:47]4([CH3:54])[CH2:52][CH2:51][CH2:50][NH:49][C:48]4=[O:53])=[CH:41][CH:40]=3)[CH:10]=2)[CH:6]=[N:7]1)[CH3:12] |f:2.3,6.7.8|. Procedure details: An oven-dried 20 mL vial was charged with 6-bromo-1-ethyl-4-methyl-1H-indazole (345 mg, 1.4 mmol), 5,5,5′,5′-tetramethyl-2,2′-bi(1,3,2-dioxaborinane) (591 mg, 1.7 mmol), oven dried KOAc (566 mg, 5.8 mmol), anhydrous dioxane (5 mL) and [1,1′-Bis(diphenylphosphino)ferrocene]dichloropaladium(II) complex with dichloromethane (56.8 mg, 0.072 mmol). The mixture was bubbled with nitrogen gas for 5 minutes, and the reaction vial was sealed and heated at 110° C. for 1 h. After being cooled to r.t., to th...